From a dataset of the Open Reaction Database (ORD), a public repository of structured organic reaction records. describe an organic reaction: reactants, conditions, products, and yield Starting materials: CO, CCOC(=O)C(=C(c1ccc(F)cc1)c1ccc(F)cc1)c1nnnn1C(C)C, [Li+], C1CCOC1, [OH-], O=S(=O)(O)O. Product: CC(C)n1nnnc1C(C=O)=C(c1ccc(F)cc1)c1ccc(F)cc1. As a reaction SMILES: [CH3:35][OH:36].[F:1][c:2]1[cH:3][cH:4][c:5]([C:8](=[C:9]([C:10](=[O:11])[O:12][CH2:13][CH3:14])[c:15]2[n:16][n:17][n:18][n:19]2[CH:20]([CH3:21])[CH3:22])[c:23]2[cH:24][cH:25][c:26]([F:29])[cH:27][cH:28]2)[cH:6][cH:7]1.[Li+:38].[O:30]1[CH2:31][CH2:32][CH2:33][CH2:34]1.[OH-:37].[S:39](=[O:40])(=[O:41])([OH:42])[OH:43]>>[F:1][c:2]1[cH:3][cH:4][c:5]([C:8](=[C:9]([CH:10]=[O:11])[c:15]2[n:16][n:17][n:18][n:19]2[CH:20]([CH3:21])[CH3:22])[c:23]2[cH:24][cH:25][c:26]([F:29])[cH:27][cH:28]2)[cH:6][cH:7]1. The reactants are CCCC1C(=O)NC1OC(C)=O, CC(=O)OC(C)=O, c1ccncc1. The product is CCCC1C(=O)N(C(C)=O)C1OC(C)=O. Reaction SMILES: [C:1]([CH3:2])(=[O:3])[O:4][CH:5]1[CH:6]([CH2:10][CH2:11][CH3:12])[C:7](=[O:9])[NH:8]1.[CH3:13][C:14](=[O:15])[O:16][C:17](=[O:18])[CH3:19].[cH:20]1[cH:21][cH:22][n:23][cH:24][cH:25]1>>[C:1]([CH3:2])(=[O:3])[O:4][CH:5]1[CH:6]([CH2:10][CH2:11][CH3:12])[C:7](=[O:9])[N:8]1[C:14]([CH3:13])=[O:15]. Procedure details: Into a 100 ml reaction flask equipped with thermometer, reflux condenser, hot plate (equipped with magnetic stirring apparatus) and spin bar are placed 21.6 grams benzyl alchol; 29.6 grams of 2-mercaptopropionic acid; and 0.5 grams of para-toluene sulphonic acid. Reactants: SC(C(=O)O)C (2-mercaptopropionic acid), C1(=CC=C(C=C1)S(=O)(=O)O)C (para-toluene sulphonic acid). Product: C(C1=CC=CC=C1)OC(C(C)S)=O (BENZYL-2-MERCAPTOPROPIONATE). RXN SMILES: [SH:1][CH:2]([CH3:6])[C:3]([OH:5])=[O:4].[C:7]1([CH3:17])[CH:12]=[CH:11][C:10](S(O)(=O)=O)=[CH:9][CH:8]=1>>[CH2:17]([O:4][C:3](=[O:5])[CH:2]([SH:1])[CH3:6])[C:7]1[CH:12]=[CH:11][CH:10]=[CH:9][CH:8]=1.